This data is from the Open Reaction Database (ORD), a public repository of structured organic reaction records. The task is: describe an organic reaction: reactants, conditions, products, and yield Starting materials: CC(=O)C1=C(C=CC=C1F)F (2,6-Difluoroacetophenone), CC(=O)C1=C(C=CC=C1F)F (2,6-Difluoroacetophenone), resultant mixture, [OH-].[Na+] (NaOH), [BH4-].[Na+] (NaBH4), Cl (HCl). Run in C(C)(C)O (isopropyl alcohol), O (water). Run at time 1 hour. The product is FC1=C(C(C)O)C(=CC=C1)F (2,6-Difluoro-alpha-methylbenzyl alcohol). RXN SMILES: [CH3:1][C:2]([C:4]1[C:9]([F:10])=[CH:8][CH:7]=[CH:6][C:5]=1[F:11])=[O:3].[BH4-].[Na+].[OH-].[Na+].Cl>C(O)(C)C.O>[F:10][C:9]1[CH:8]=[CH:7][CH:6]=[C:5]([F:11])[C:4]=1[CH:2]([OH:3])[CH3:1] |f:1.2,3.4|. Procedure: 2,6-Difluoroacetophenone of (A) (17.2 g, 0.11 mol) is dissolved in isopropyl alcohol (50 ml) and NaBH4 (2.0 g, 0.055 mol) is added. The resultant mixture is warmed to 60° C. for about 14 hours. A solution of NaOH (4.9 g, 0.12 mol) in water (20 ml) is then added. After 1 hour at 60° C., this reaction mixture is cooled and acidified with dilute HCl. Extraction with methylene chloride provided pure title product (14.9 g, 85.5%). The reactants are ClC=1N=NC(=CC1)C1=C(C=C(C=C1)O)O (3-Chloro-6-(2,4-dihydroxyphenyl)pyridazine), ClC(=O)OCC (ethyl chloroformate). The solvent is N1=CC=CC=C1 (pyridine). Product: ClC=1N=NC(=CC1)C1=C(C=C(C=C1)OC(=O)OCC)O (3-chloro-6-(4-ethoxycarbonyloxy-2-hydroxyphenyl)pyridazine). Reaction SMILES: [Cl:1][C:2]1[N:3]=[N:4][C:5]([C:8]2[CH:13]=[CH:12][C:11]([OH:14])=[CH:10][C:9]=2[OH:15])=[CH:6][CH:7]=1.Cl[C:17]([O:19][CH2:20][CH3:21])=[O:18]>N1C=CC=CC=1>[Cl:1][C:2]1[N:3]=[N:4][C:5]([C:8]2[CH:13]=[CH:12][C:11]([O:14][C:17]([O:19][CH2:20][CH3:21])=[O:18])=[CH:10][C:9]=2[OH:15])=[CH:6][CH:7]=1. Procedure: 3-Chloro-6-(2,4-dihydroxyphenyl)pyridazine (1 mole) was treated with ethyl chloroformate (1.1 mole) in pyridine to give 3-chloro-6-(4-ethoxycarbonyloxy-2-hydroxyphenyl)pyridazine.